From a dataset of the Open Reaction Database (ORD), a public repository of structured organic reaction records. describe an organic reaction: reactants, conditions, products, and yield Starting materials: [H-].[Al+3].[Li+].[H-].[H-].[H-] (lithium aluminium hydride), C(CC)C(CCC)(CCC)NCCC(=O)OC (methyl 3-(1,1-di-n-propyl-n-butylamino)-propanoate). Run in CCOCC (ether). Product: OCCCNC(CCC)(CCC)CCC (N-(3-Hydroxy-n-propyl)-1,1-di-n-propyl-n-butylamine). Reaction SMILES: [H-].[Al+3].[Li+].[H-].[H-].[H-].[CH2:7]([C:10]([NH:17][CH2:18][CH2:19][C:20](OC)=[O:21])([CH2:14][CH2:15][CH3:16])[CH2:11][CH2:12][CH3:13])[CH2:8][CH3:9]>CCOCC>[OH:21][CH2:20][CH2:19][CH2:18][NH:17][C:10]([CH2:7][CH2:8][CH3:9])([CH2:14][CH2:15][CH3:16])[CH2:11][CH2:12][CH3:13] |f:0.1.2.3.4.5|. Procedure: Into a 500-ml three-necked flask fitted with a mechanical stirrer, a condenser and a dropping-funnel were introduced 3.8 g (0.17 mol) of lithium aluminium hydride and 130 ml of dry ether. To this mixture were slowly added 12.2 g (0.05 mol) of methyl 3-(1,1-di-n-propyl-n-butylamino)-propanoate, prepared as previously described. The reaction medium was heated under reflux for 12 hours and then hydrolyzed. The precipitate which formed was washed with ether, the ether was evaporated off and the oil ... The reactants are CCO, ClCCBr, [K+], [OH-], N#Cc1cccc(O)c1. The product is N#Cc1cccc(OCCCl)c1. Reaction SMILES: [CH3:16][CH2:17][OH:18].[Cl:10][CH2:11][CH2:12][Br:13].[K+:15].[OH-:14].[OH:1][c:2]1[cH:3][c:4]([C:5]#[N:6])[cH:7][cH:8][cH:9]1>>[O:1]([c:2]1[cH:3][c:4]([C:5]#[N:6])[cH:7][cH:8][cH:9]1)[CH2:12][CH2:11][Cl:10]. Starting materials: BrC1=C(C=CC=C1OC)F (2-Bromo-1-fluoro-3-methoxybenzene), S1(NCCCC1)(=O)=O (1,2-thiazinane 1,1-dioxide), C([O-])([O-])=O.[K+].[K+] (potassium carbonate). The reagents and catalysts are [Cu] (copper). Run in CO (methanol). Conditions: time 18 hour. Product: FC1=C(C(=CC=C1)OC)N1S(CCCC1)(=O)=O (2-(2-fluoro-6-methoxyphenyl)-1,2-thiazinane 1,1-dioxide). RXN SMILES: Br[C:2]1[C:7]([O:8][CH3:9])=[CH:6][CH:5]=[CH:4][C:3]=1[F:10].[S:11]1(=[O:18])(=[O:17])[CH2:16][CH2:15][CH2:14][CH2:13][NH:12]1.C(=O)([O-])[O-].[K+].[K+]>CO.[Cu]>[F:10][C:3]1[CH:4]=[CH:5][CH:6]=[C:7]([O:8][CH3:9])[C:2]=1[N:12]1[CH2:13][CH2:14][CH2:15][CH2:16][S:11]1(=[O:18])=[O:17] |f:2.3.4|. Procedure: 2-Bromo-1-fluoro-3-methoxybenzene (200 mg, 0.975 mmol), 1,2-thiazinane 1,1-dioxide (264 mg, 1.951 mmol), copper (62 mg, 0.975 mmol) and potassium carbonate (270 mg, 1.95 1 mmol) were combined and heated to 170 C for 5 hours. After this time, the mixture was suspended in methanol (15 ml) and vortexed for 18 hours. This mixture was filtered through Gelman Acrodisc and evaporated in vacuo. The resulting residue was partitioned between EtOAc (2×10 ml) and aq NH4Cl (5 ml). The combined organic extrac... Starting materials: [Cl-].[NH4+] (ammonium chloride), C(C)(C)C=1CC2=CC=CC(=C2C1)C1=CC=CC=C1 (2-i-propyl-4-phenylindene), C[Si](C1C(=CC2=C(C=CC=C12)C1=CC=CC=C1)C)(C)Cl (dimethyl(2-methyl-4-phenylindenyl)silyl chloride), C(CCC)[Li] (n-butyllithium). Reagents/catalysts: [Cu](C#N)C#N (copper cyanide). Solvent: C(C)OCC (diethyl ether), CCCCCC (hexane). Conditions: time 12 hour. Product: C[Si](C1C(=CC2=C(C=CC=C12)C1=CC=CC=C1)C)(C1C(=CC2=C(C=CC=C12)C1=CC=CC=C1)C(C)C)C (Dimethyl(2-i-propyl-4-phenylindenyl)(2-methyl-4-phenylindenyl)silane). The yield is 77.7%. As a reaction SMILES: [CH:1]([C:4]1[CH2:5][C:6]2[C:11]([CH:12]=1)=[C:10]([C:13]1[CH:18]=[CH:17][CH:16]=[CH:15][CH:14]=1)[CH:9]=[CH:8][CH:7]=2)([CH3:3])[CH3:2].C([Li])CCC.[CH3:24][Si:25](Cl)([CH3:42])[CH:26]1[C:34]2[C:29](=[C:30]([C:35]3[CH:40]=[CH:39][CH:38]=[CH:37][CH:36]=3)[CH:31]=[CH:32][CH:33]=2)[CH:28]=[C:27]1[CH3:41].[Cl-].[NH4+]>[Cu](C#N)C#N.CCCCCC.C(OCC)C>[CH3:24][Si:25]([CH3:42])([CH:5]1[C:6]2[C:11](=[C:10]([C:13]3[CH:14]=[CH:15][CH:16]=[CH:17][CH:18]=3)[CH:9]=[CH:8][CH:7]=2)[CH:12]=[C:4]1[CH:1]([CH3:3])[CH3:2])[CH:26]1[C:34]2[C:29](=[C:30]([C:35]3[CH:40]=[CH:39][CH:38]=[CH:37][CH:36]=3)[CH:31]=[CH:32][CH:33]=2)[CH:28]=[C:27]1[CH3:41] |f:3.4|. Reported procedure: In a 200-ml two-necked flask were charged 7.38 g (31.5 mmol) of 2-i-propyl-4-phenylindene, 55.3 mg (0.618 mmol) of copper cyanide and 100 ml of dry diethyl ether. To the mixture was added at -78° C., 22.0 ml of 1.62 M hexane solution of n-butyllithium (35.2 mmol) and the mixture was stirred at room temperature for 2 hours. Subsequently, 8.46 g (28.3 mmol) of dimethyl(2-methyl-4-phenylindenyl)silyl chloride was added at -78° C. and the mixture was stirred at room temperature for 12 hours. After i... The reactants are [BH4-].[Na+] (Sodium borohydride), [N+](=O)([O-])C1=CC=CC=2C3=C(OC21)CCCC3=O (6-nitro-1-oxo-1,2,3,4-tetrahydrodibenzofuran), Cl (hydrochloric acid). The solvent is C(C)O (ethanol), CN(C=O)C (N,N-dimethylformamide), O (water). Conditions: time 20 minute. Product: OC1CCCC=2OC3=C(C21)C=CC=C3[N+](=O)[O-] (1-hydroxy-6-nitro-1,2,3,4-tetrahydrodibenzofuran). The yield is 75.1%. RXN SMILES: [BH4-].[Na+].[N+:3]([C:6]1[C:14]2[O:13][C:12]3[CH2:15][CH2:16][CH2:17][C:18](=[O:19])[C:11]=3[C:10]=2[CH:9]=[CH:8][CH:7]=1)([O-:5])=[O:4].Cl>C(O)C.CN(C)C=O.O>[OH:19][CH:18]1[C:11]2[C:10]3[CH:9]=[CH:8][CH:7]=[C:6]([N+:3]([O-:5])=[O:4])[C:14]=3[O:13][C:12]=2[CH2:15][CH2:16][CH2:17]1 |f:0.1|. Procedure details: Sodium borohydride (38 mg) was added to a solution of 6-nitro-1-oxo-1,2,3,4-tetrahydrodibenzofuran (231 mg) in a mixture of ethanol (1.5 ml) and N,N-dimethylformamide (1.5 ml). The mixture was stirred at ambient temperature for 20 minutes, diluted with water and acidified with 3.6% hydrochloric acid. The separated oil was extracted with ethyl acetate and the extract was washed with aqueous saturated sodium bicarbonate and brine, dried over sodium sulfate and concentrated in vacuo. The residue wa... Reactants: [Si](C)(C)(C(C)(C)C)OC(CCCCCCC1=CC=CC=C1)C=1N=NNN1 (5-(1-(tert-butyldimethylsilyloxy)-7-phenylheptyl)-2H-tetrazole), IC1=NC=CC=C1 (2-iodopyridine), C(=O)([O-])[O-].[K+].[K+] (K2CO3), CN(CCN)C (N,N-dimethylethylene diamine). The reagents and catalysts are [Cu]I (CuI). Run in CN(C)C=O (DMF), CCOC(=O)C (EtOAc). Reaction conditions: temperature 100 celsius. The product is [Si](C)(C)(C(C)(C)C)OC(CCCCCCC1=CC=CC=C1)C=1N=NN(N1)C1=NC=CC=C1 (2-(5-(1-(tert-butyldimethylsilyloxy)-7-phenylheptyl)-2H-tetrazol-2-yl)-pyridine). The yield is 20.6%. RXN SMILES: [Si:1]([O:8][CH:9]([C:22]1[N:23]=[N:24][NH:25][N:26]=1)[CH2:10][CH2:11][CH2:12][CH2:13][CH2:14][CH2:15][C:16]1[CH:21]=[CH:20][CH:19]=[CH:18][CH:17]=1)([C:4]([CH3:7])([CH3:6])[CH3:5])([CH3:3])[CH3:2].I[C:28]1[CH:33]=[CH:32][CH:31]=[CH:30][N:29]=1.C([O-])([O-])=O.[K+].[K+].CN(C)CCN>CN(C=O)C.CCOC(C)=O.[Cu]I>[Si:1]([O:8][CH:9]([C:22]1[N:23]=[N:24][N:25]([C:28]2[CH:33]=[CH:32][CH:31]=[CH:30][N:29]=2)[N:26]=1)[CH2:10][CH2:11][CH2:12][CH2:13][CH2:14][CH2:15][C:16]1[CH:21]=[CH:20][CH:19]=[CH:18][CH:17]=1)([C:4]([CH3:5])([CH3:6])[CH3:7])([CH3:3])[CH3:2] |f:2.3.4|. Procedure details: In a gas tight vessel, a solution of 5-(1-(tert-butyldimethylsilyloxy)-7-phenylheptyl)-2H-tetrazole (16 mg, 0.043 mmol), 2-iodopyridine (7 μL, 0.064 mmol), CuI (1 mg, 0.004 mmol), K2CO3 (12 mg, 0.085 mmol), and N,N-dimethylethylene diamine (1 μL, 0.006 mmol) in DMF (200 μL) was purged with Ar and sealed. The reaction mixture was warmed at 100° C. for 18 h before it was cooled to room temperature, diluted with EtOAc, and washed with H2O, 9:1 NH4OH: saturated aqueous NH4Cl, and saturated aqueous N...